This data is from the Open Reaction Database (ORD), a public repository of structured organic reaction records. The task is: describe an organic reaction: reactants, conditions, products, and yield Reactants: COc1ccccc1COCCCOc1ccc(C2CCN(C(=O)OC(C)(C)C)CC2OCc2ccc3c(c2)N(CCn2ccnc2)CCC3)cc1, CO, Cl. The product is COc1ccccc1COCCCOc1ccc(C2CCNCC2OCc2ccc3c(c2)N(CCn2ccnc2)CCC3)cc1. As a reaction SMILES: [C:1]([O:2][C:3](=[O:4])[N:8]1[CH2:9][CH:10]([O:34][CH2:35][c:36]2[cH:37][cH:38][c:39]3[c:44]([cH:45]2)[N:43]([CH2:46][CH2:47][n:48]2[cH:49][n:50][cH:51][cH:52]2)[CH2:42][CH2:41][CH2:40]3)[CH:11]([c:14]2[cH:15][cH:16][c:17]([O:20][CH2:21][CH2:22][CH2:23][O:24][CH2:25][c:26]3[c:27]([O:32][CH3:33])[cH:28][cH:29][cH:30][cH:31]3)[cH:18][cH:19]2)[CH2:12][CH2:13]1)([CH3:5])([CH3:6])[CH3:7].[CH3:54][OH:55].[ClH:53]>>[NH:8]1[CH2:9][CH:10]([O:34][CH2:35][c:36]2[cH:37][cH:38][c:39]3[c:44]([cH:45]2)[N:43]([CH2:46][CH2:47][n:48]2[cH:49][n:50][cH:51][cH:52]2)[CH2:42][CH2:41][CH2:40]3)[CH:11]([c:14]2[cH:15][cH:16][c:17]([O:20][CH2:21][CH2:22][CH2:23][O:24][CH2:25][c:26]3[c:27]([O:32][CH3:33])[cH:28][cH:29][cH:30][cH:31]3)[cH:18][cH:19]2)[CH2:12][CH2:13]1. Starting materials: CCOC(=O)/N=N/C(=O)OCC (diethylazodicarboxylate), [N+](=O)([O-])C1=CC(=C(C(=O)O)C=C1)N (4-nitro-2-aminobenzoic acid), C1(=CC=CC=C1)P(C1=CC=CC=C1)C1=CC=CC=C1 (triphenylphosphine), ON1C(CCC1=O)=O (N-hydroxysuccinimide), C(C)(C)(C)N (tert-butylamine). Solvent: O1CCCC1 (tetrahydrofuran), O1CCCC1 (tetrahydrofuran). Run at time 10 minute. The product is [N+](=O)([O-])C1=C(C(=C(C(=O)N)C=C1)N)C(C)(C)C (4-nitro-2-amino-tert-butylbenzamide). RXN SMILES: [N+:1]([C:4]1[CH:12]=[CH:11][C:7]([C:8]([OH:10])=O)=[C:6]([NH2:13])[CH:5]=1)([O-:3])=[O:2].C1(P(C2C=CC=CC=2)C2C=CC=CC=2)C=CC=CC=1.O[N:34]1C(=O)CCC1=O.CCOC(/N=N/C(OCC)=O)=O.[C:53](N)([CH3:56])([CH3:55])[CH3:54]>O1CCCC1>[N+:1]([C:4]1[CH:12]=[CH:11][C:7]([C:8]([NH2:34])=[O:10])=[C:6]([NH2:13])[C:5]=1[C:53]([CH3:56])([CH3:55])[CH3:54])([O-:3])=[O:2]. Procedure: Dissolve 4-nitro-2-aminobenzoic acid (500 mg, 2.75 mmol) in tetrahydrofuran (10 mL). Add triphenylphosphine (730 mg, 2.75 mL) and N-hydroxysuccinimide (316 mg, 2.75 mmol). Add a solution of diethylazodicarboxylate (0.433 mL,2.75 mmol) and stir at room temperature under nitrogen for 10 minutes. Add tert-butylamine (1.1 mL, 5.5 mmol) in tetrahydrofuran (5 mL) directly to the reaction to yield after workup the 4-nitro-2-amino-tert-butylbenzamide. Reactants: NC=1C=NC=CC1 (3-aminopyridine), N1=CC=CC2=NC=CC=C12 (1,5-Naphthyridine), CCCCCC (n-hexane). The reagents and catalysts are O=[Pt]=O (PtO2). Solvent: C(C)O (ethanol). Yields the product N1=CC=CC2=NC=CC=C12 (1,5-Naphthyridine), N1CCCC2=NC=CC=C12 (1,2,3,4-tetrahydro-1,5-naphthyridine). Reaction SMILES: NC1C=NC=CC=1.CCCCCC.[N:14]1[C:23]2[C:18](=[N:19][CH:20]=[CH:21][CH:22]=2)[CH:17]=[CH:16][CH:15]=1>C(O)C.O=[Pt]=O>[N:14]1[C:23]2[C:18](=[N:19][CH:20]=[CH:21][CH:22]=2)[CH:17]=[CH:16][CH:15]=1.[NH:19]1[C:18]2[C:23](=[N:14][CH:15]=[CH:16][CH:17]=2)[CH2:22][CH2:21][CH2:20]1. Reported procedure: 1,5-Naphthyridine was prepared from 3-aminopyridine according to the method described in J. Org. Chem., 1963, 1757 and was isolated as colourless needles from n-hexane m.p. 69° C (lit. 74°). 1,5-Naphthyridine (2.6 g.) was hydrogenated in 95% ethanol over PtO2 catalyst under atmospheric conditions to give 1,2,3,4-tetrahydro-1,5-naphthyridine as colourless needles (2.51 g.). The solvent is C(C)OCC (diethyl ether), C(C)OCC (diethyl ether). Yields the product CC(C=CC1=C(C=CC=C1)[N+](=O)[O-])=CC (1-(3-methyl-1,3-pentadienyl)-2-nitrobenzene). Reaction SMILES: [CH3:1][CH2:2][CH2:3][CH2:4][CH2:5][CH3:6].[CH2:7]([Li])CCC.[N+:12]([C:15]1C=[CH:19][CH:18]=[CH:17][C:16]=1C=CC(=O)C)([O-:14])=[O:13].O>[I-].C([P+](C1C=CC=CC=1)(C1C=CC=CC=1)C1C=CC=CC=1)C.C(OCC)C>[CH3:7][C:3](=[CH:2][CH3:1])[CH:4]=[CH:5][C:6]1[CH:19]=[CH:18][CH:17]=[CH:16][C:15]=1[N+:12]([O-:14])=[O:13] |f:0.1,4.5|. Conditions: temperature 0 celsius, time 2 minute. Yield: 42.0%. The reagents and catalysts are [I-].C(C)[P+](C1=CC=CC=C1)(C1=CC=CC=C1)C1=CC=CC=C1 (ethyltriphenylphosphonium iodide). Starting materials: CCCCCC.C(CCC)[Li] (n-butyllithium hexane), [N+](=O)([O-])C1=C(C=CC=C1)C=CC(C)=O (4-(2-nitrophenyl)-3-buten-2-one), O (water). Reported procedure: 20.3 g of ethyltriphenylphosphonium iodide was suspended in 160 ml of diethyl ether. Thereto was dropwise added 29.4 ml of 1.5 M n-butyllithium hexane solution, in 2 minutes with stirring at 0° C. Then, the mixture was stirred at 20° C. for 1 hour. To the resulting mixture being maintained at 10°-15° C. was dropwise added a solution of 8.4 g of 4-(2-nitrophenyl)-3-buten-2-one dissolved in 40 ml of diethyl ether, in 30 minutes. The resulting mixture was stirred at 20° C. for 3 hours. Thereto was ... Starting materials: C(C)(C)(C)OC(=O)NCC1CN(CC1)CCN (2-(3-tert-Butoxycarbonylaminomethylpyrrolidin-1-yl)ethylamine), C1(CCCCC1)C(=O)Cl (cyclohexanecarbonyl chloride), NC1=CC(=C(C(=O)O)C=C1Cl)OC (4-amino-5-chloro-2-methoxybenzoic acid). Product: NC1=CC(=C(C(=O)NCC2CN(CC2)CCNC(=O)C2CCCCC2)C=C1Cl)OC (4-amino-5-chloro-N-(1-(2-cyclohexanecarbonylaminoethyl)pyrrolidin-3-ylmethyl)-2-methoxybenzamide). As a reaction SMILES: C(O[C:6]([NH:8][CH2:9][CH:10]1[CH2:14][CH2:13][N:12]([CH2:15][CH2:16][NH2:17])[CH2:11]1)=[O:7])(C)(C)C.[CH:18]1([C:24](Cl)=[O:25])[CH2:23][CH2:22][CH2:21][CH2:20][CH2:19]1.[NH2:27][C:28]1[C:36]([Cl:37])=[CH:35][C:31](C(O)=O)=[C:30]([O:38][CH3:39])[CH:29]=1>>[NH2:27][C:28]1[C:36]([Cl:37])=[CH:35][C:31]([C:6]([NH:8][CH2:9][CH:10]2[CH2:14][CH2:13][N:12]([CH2:15][CH2:16][NH:17][C:24]([CH:18]3[CH2:23][CH2:22][CH2:21][CH2:20][CH2:19]3)=[O:25])[CH2:11]2)=[O:7])=[C:30]([O:38][CH3:39])[CH:29]=1. Procedure details: 2-(3-tert-Butoxycarbonylaminomethylpyrrolidin-1-yl)ethylamine (1.00 g) as starting compound was reacted and treated in the same manner as in Example 1 using cyclohexanecarbonyl chloride (0.64 g) and 4-amino-5-chloro-2-methoxybenzoic acid (0.84 g) to give 4-amino-5-chloro-N-(1-(2-cyclohexanecarbonylaminoethyl)pyrrolidin-3-ylmethyl)-2-methoxybenzamide. Starting materials: C1=C(C=CC2=CC=CC=C12)OCC#CC1=CC=C(C=C1)C(C(=O)O)=O (4-[3-(2-naphthalenyloxy)-1-propynyl]-alpha-oxobenzeneacetic acid). The reagents and catalysts are [Pd] (palladium on carbon). Solvent: ClCCl (dichloromethane). The product is C1=C(C=CC2=CC=CC=C12)OCCCC1=CC=C(C=C1)C(C(=O)O)=O (4-[3-(2-naphthalenyloxy) propyl]-alpha-oxobenzeneacetic acid). The yield is 63.1%. RXN SMILES: [CH:1]1[C:10]2[C:5](=[CH:6][CH:7]=[CH:8][CH:9]=2)[CH:4]=[CH:3][C:2]=1[O:11][CH2:12][C:13]#[C:14][C:15]1[CH:20]=[CH:19][C:18]([C:21](=[O:25])[C:22]([OH:24])=[O:23])=[CH:17][CH:16]=1>ClCCl.[Pd]>[CH:1]1[C:10]2[C:5](=[CH:6][CH:7]=[CH:8][CH:9]=2)[CH:4]=[CH:3][C:2]=1[O:11][CH2:12][CH2:13][CH2:14][C:15]1[CH:16]=[CH:17][C:18]([C:21](=[O:25])[C:22]([OH:24])=[O:23])=[CH:19][CH:20]=1. Procedure: A suspension of 4-[3-(2-naphthalenyloxy)-1-propynyl]-alpha-oxobenzeneacetic acid (0.13 g) in dichloromethane (19 mL) was hydrogenated over 10 % palladium on carbon (0.016 g) at atmospheric pressure. The resulting mixture was filtered twice through a pad of celite to remove insoluble materials, then the tiltrate was evaporated and the residue was crystallized from ethyl acetate-hexane to afford 0.083 g of 4-[3-(2-naphthalenyloxy) propyl]-alpha-oxobenzeneacetic acid, mp 151°-154° C.